This data is from the Open Reaction Database (ORD), a public repository of structured organic reaction records. The task is: describe an organic reaction: reactants, conditions, products, and yield Starting materials: NC1=CC=CC=C1 (aniline), C(C)OC=C(S(=O)(=O)C1=CC=CC=C1)S(=O)(=O)C1=CC=CC=C1 (2-ethoxy-1,1-bis(phenylsulphonyl)ethene). The solvent is C(C)O (ethanol). Yields the product C1(=CC=CC=C1)NC=C(S(=O)(=O)C1=CC=CC=C1)S(=O)(=O)C1=CC=CC=C1 (1-phenylamino-2,2-bis(phenylsulphonyl)ethene). Yield: 80.7%. As a reaction SMILES: [NH2:1][C:2]1[CH:7]=[CH:6][CH:5]=[CH:4][CH:3]=1.C(O[CH:11]=[C:12]([S:22]([C:25]1[CH:30]=[CH:29][CH:28]=[CH:27][CH:26]=1)(=[O:24])=[O:23])[S:13]([C:16]1[CH:21]=[CH:20][CH:19]=[CH:18][CH:17]=1)(=[O:15])=[O:14])C>C(O)C>[C:2]1([NH:1][CH:11]=[C:12]([S:13]([C:16]2[CH:21]=[CH:20][CH:19]=[CH:18][CH:17]=2)(=[O:14])=[O:15])[S:22]([C:25]2[CH:26]=[CH:27][CH:28]=[CH:29][CH:30]=2)(=[O:24])=[O:23])[CH:7]=[CH:6][CH:5]=[CH:4][CH:3]=1. Procedure: A mixture of aniline (1.0 g) and 2-ethoxy-1,1-bis(phenylsulphonyl)ethene (3.5 g) was heated at 160°-180° C. for 30 minutes, allowing any ethanol evolved to escape. After cooling, the residue was recrystallised by dissolving in a minimum of hot choroform and diluting with between 3 and 4 volumes of ethanol to give 1-phenylamino-2,2-bis(phenylsulphonyl)ethene (3.2 g), m.p. 199°-202° C. Starting materials: Clc1cccc(-c2csc(Br)n2)c1, O=C([O-])[O-], CN(C)C=O, [K+], [K+], CC(C)(C)OC(=O)N1CCNCC1, O. Product: CC(C)(C)OC(=O)N1CCN(c2nc(-c3cccc(Cl)c3)cs2)CC1. As a reaction SMILES: [Br:1][c:2]1[s:3][cH:4][c:5](-[c:7]2[cH:8][c:9]([Cl:13])[cH:10][cH:11][cH:12]2)[n:6]1.[C:27](=[O:28])([O-:29])[O-:30].[CH3:34][N:35]([CH3:36])[CH:37]=[O:38].[K+:31].[K+:32].[N:14]1([C:20](=[O:21])[O:22][C:23]([CH3:24])([CH3:25])[CH3:26])[CH2:15][CH2:16][NH:17][CH2:18][CH2:19]1.[OH2:33]>>[c:2]1([N:17]2[CH2:16][CH2:15][N:14]([C:20](=[O:21])[O:22][C:23]([CH3:24])([CH3:25])[CH3:26])[CH2:19][CH2:18]2)[s:3][cH:4][c:5](-[c:7]2[cH:8][c:9]([Cl:13])[cH:10][cH:11][cH:12]2)[n:6]1. Starting materials: C1CCOC1, Cl, [Na+], [OH-], CC(C)(S)C1CC(CS)C(=O)O1. Product: CC(C)(S)C1CC(C(=O)O)CS1. As a reaction SMILES: [CH2:14]1[O:15][CH2:16][CH2:17][CH2:18]1.[ClH:13].[Na+:20].[OH-:19].[SH:1][C:2]([CH3:3])([CH3:4])[CH:5]1[CH2:6][CH:7]([CH2:11][SH:12])[C:8](=[O:9])[O:10]1>>[SH:1][C:2]([CH3:3])([CH3:4])[CH:5]1[CH2:6][CH:7]([C:8](=[O:9])[OH:10])[CH2:11][S:12]1. The reactants are OC1CN(CCC1C1=CC=C(C=C1)O)C(=O)OC(C)(C)C (tert-butyl 3-hydroxy-4-(4-hydroxyphenyl)piperidine-1-carboxylate), BrCCCOC1=CC(=CC=C1)OCC (1-(3-bromopropoxy)-3-ethoxybenzene). Product: OC1CN(CCC1C1=CC=C(C=C1)OCCCOC1=CC(=CC=C1)OC)C(=O)OC(C)(C)C (tert-Butyl 3-hydroxy-4-{4-[3-(3-methoxyphenoxy)propoxy]phenyl}piperidine-1-carboxylate). As a reaction SMILES: [OH:1][CH:2]1[CH:7]([C:8]2[CH:13]=[CH:12][C:11]([OH:14])=[CH:10][CH:9]=2)[CH2:6][CH2:5][N:4]([C:15]([O:17][C:18]([CH3:21])([CH3:20])[CH3:19])=[O:16])[CH2:3]1.Br[CH2:23][CH2:24][CH2:25][O:26][C:27]1[CH:32]=[CH:31][CH:30]=[C:29]([O:33][CH2:34]C)[CH:28]=1>>[OH:1][CH:2]1[CH:7]([C:8]2[CH:9]=[CH:10][C:11]([O:14][CH2:23][CH2:24][CH2:25][O:26][C:27]3[CH:32]=[CH:31][CH:30]=[C:29]([O:33][CH3:34])[CH:28]=3)=[CH:12][CH:13]=2)[CH2:6][CH2:5][N:4]([C:15]([O:17][C:18]([CH3:21])([CH3:20])[CH3:19])=[O:16])[CH2:3]1. Procedure: Analogously to Method I, 0.750 g of tert-butyl 3-hydroxy-4-(4-hydroxyphenyl)piperidine-1-carboxylate and 0.808 g of 1-(3-bromopropoxy)-3-ethoxybenzene are reacted. The title compound is obtained as a slightly yellowish oil. Rf=0.30 (1:2 EtoAc-heptane); Rt=5.18.